The task is: describe an organic reaction: reactants, conditions, products, and yield. This data is from the Open Reaction Database (ORD), a public repository of structured organic reaction records. The reactants are Cl, COC(=O)CCC(NC(=O)CSc1nc(-c2ccc(F)cc2)c(-c2ccncc2)n1C)C(=O)OC, [Na+], [OH-]. Yields the product COC(=O)CCC(NC(=O)CSc1nc(-c2ccc(F)cc2)c(-c2ccncc2)n1C)C(=O)O. RXN SMILES: [ClH:38].[F:1][c:2]1[cH:3][cH:4][c:5](-[c:8]2[n:9][c:10]([S:20][CH2:21][C:22](=[O:23])[NH:24][CH:25]([C:26](=[O:27])[O:28][CH3:29])[CH2:30][CH2:31][C:32](=[O:33])[O:34][CH3:35])[n:11]([CH3:19])[c:12]2-[c:13]2[cH:14][cH:15][n:16][cH:17][cH:18]2)[cH:6][cH:7]1.[Na+:37].[OH-:36]>>[F:1][c:2]1[cH:3][cH:4][c:5](-[c:8]2[n:9][c:10]([S:20][CH2:21][C:22](=[O:23])[NH:24][CH:25]([C:26](=[O:27])[OH:28])[CH2:30][CH2:31][C:32](=[O:33])[O:34][CH3:35])[n:11]([CH3:19])[c:12]2-[c:13]2[cH:14][cH:15][n:16][cH:17][cH:18]2)[cH:6][cH:7]1.